This data is from the Open Reaction Database (ORD), a public repository of structured organic reaction records. The task is: describe an organic reaction: reactants, conditions, products, and yield The solvent is ClCCl (dichloromethane). Isolated yield 63.0%. Starting materials: N1C=NC=C1 (imidazole), CN1CC=C(C=C1)C1=CNC2=CC=C(C=C12)O (3-(1-methyl-pyridin-4-yl)-5-hydroxy-1H-indole), CN1C(CCC1)=O (1-methyl-2-pyrrolidinone), [Si](C)(C)(C(C)(C)C)Cl (tert-butyldimethylsilyl chloride). The product is [Si](C)(C)(C(C)(C)C)OC=1C=C2C(=CNC2=CC1)C1CCN(CC1)C (5-(t-Butyldimethylsilanyloxy)-3-(1-methylpiperidin-4-yl)-1H-indol). Reaction SMILES: [CH3:1][N:2]1[CH:7]=[CH:6][C:5]([C:8]2[C:16]3[C:11](=[CH:12][CH:13]=[C:14]([OH:17])[CH:15]=3)[NH:10][CH:9]=2)=[CH:4][CH2:3]1.CN1CCCC1=O.[Si:25](Cl)([C:28]([CH3:31])([CH3:30])[CH3:29])([CH3:27])[CH3:26].N1C=CN=C1>ClCCl>[Si:25]([O:17][C:14]1[CH:15]=[C:16]2[C:11](=[CH:12][CH:13]=1)[NH:10][CH:9]=[C:8]2[CH:5]1[CH2:4][CH2:3][N:2]([CH3:1])[CH2:7][CH2:6]1)([C:28]([CH3:31])([CH3:30])[CH3:29])([CH3:27])[CH3:26]. Reaction conditions: temperature 0 celsius, time 1 hour. Procedure: To a solution of 3-(1-methyl-pyridin-4-yl)-5-hydroxy-1H-indole (8.0 g, 34.7 mmol) and 1-methyl-2-pyrrolidinone (10 mL) in dichloromethane (90 mL) stirring at 0° C., was added tert-butyldimethylsilyl chloride in small portions (5.50 g, 36.5 mmol), followed by imidazole also in small portions (2.48 g, 36.5 mmol). The reaction mixture was stirred for 1 hour at 0° C., then overnight at room temperature. The mixture was concentrated in vacuo to a solid residue, which was directly purified on silica g... Product: CC(C)c1c(C(=O)NCc2ccc(F)c(F)c2)c2ccc(Oc3nccs3)cc2n1Cc1ccccc1. Starting materials: Brc1nccs1, CC(C)c1c(C(=O)NCc2ccc(F)c(F)c2)c2ccc(O)cc2n1Cc1ccccc1, CCOC(C)=O, [K+], [K+], [Na+], O=C([O-])[O-], CN(C)C=O, [OH-]. As a reaction SMILES: [Br:39][c:40]1[s:41][cH:42][cH:43][n:44]1.[CH2:1]([c:2]1[cH:3][cH:4][cH:5][cH:6][cH:7]1)[n:8]1[c:9]([CH:30]([CH3:31])[CH3:32])[c:10]([C:18](=[O:19])[NH:20][CH2:21][c:22]2[cH:23][c:24]([F:29])[c:25]([F:28])[cH:26][cH:27]2)[c:11]2[cH:12][cH:13][c:14]([OH:17])[cH:15][c:16]12.[CH3:52][CH2:53][O:54][C:55]([CH3:56])=[O:57].[K+:33].[K+:34].[Na+:46].[O-:35][C:36]([O-:37])=[O:38].[O:47]=[CH:48][N:49]([CH3:50])[CH3:51].[OH-:45]>>[CH2:1]([c:2]1[cH:3][cH:4][cH:5][cH:6][cH:7]1)[n:8]1[c:9]([CH:30]([CH3:31])[CH3:32])[c:10]([C:18](=[O:19])[NH:20][CH2:21][c:22]2[cH:23][c:24]([F:29])[c:25]([F:28])[cH:26][cH:27]2)[c:11]2[cH:12][cH:13][c:14]([O:17][c:40]3[s:41][cH:42][cH:43][n:44]3)[cH:15][c:16]12. RXN SMILES: [CH2:30]([c:31]1[cH:32][cH:33][cH:34][cH:35][cH:36]1)[O:37][C:38](=[O:39])[O:40][N:41]1[C:42](=[O:43])[CH2:44][CH2:45][C:46]1=[O:47].[CH:1]1([O:12][c:13]2[n:14][nH:15][c:16]([CH3:29])[c:17]2[CH2:18][c:19]2[cH:20][cH:21][c:22]([O:25][CH:26]([CH3:27])[CH3:28])[cH:23][cH:24]2)[CH:2]([OH:3])[CH:4]([OH:5])[CH:6]([OH:7])[CH:8]([CH2:10][OH:11])[O:9]1.[O:48]1[CH2:49][CH2:50][CH2:51][CH2:52]1>>[CH:1]1([O:12][c:13]2[n:14][n:15]([C:38]([O:37][CH2:30][c:31]3[cH:32][cH:33][cH:34][cH:35][cH:36]3)=[O:39])[c:16]([CH3:29])[c:17]2[CH2:18][c:19]2[cH:20][cH:21][c:22]([O:25][CH:26]([CH3:27])[CH3:28])[cH:23][cH:24]2)[CH:2]([OH:3])[CH:4]([OH:5])[CH:6]([OH:7])[CH:8]([CH2:10][OH:11])[O:9]1. Reactants: O=C(OCc1ccccc1)ON1C(=O)CCC1=O, Cc1[nH]nc(OC2OC(CO)C(O)C(O)C2O)c1Cc1ccc(OC(C)C)cc1, C1CCOC1. Product: Cc1c(Cc2ccc(OC(C)C)cc2)c(OC2OC(CO)C(O)C(O)C2O)nn1C(=O)OCc1ccccc1. The reactants are C(C1=CC=CC=C1)OC1=NC(=CC2=C1N(C=N2)C2CC2)Cl (4-(benzyloxy)-6-chloro-3-cyclopropyl-3H-imidazo[4,5-c]pyridine), O (water), COC=1C=C(C=CC1OC)B(O)O (3,4-dimethoxyphenylboronic acid), C(=O)([O-])[O-].[K+].[K+] (K2CO3). The reagents and catalysts are CC(C)(C)P(C1=CC=C(C=C1)N(C)C)C(C)(C)C.CC(C)(C)P(C1=CC=C(C=C1)N(C)C)C(C)(C)C.Cl[Pd]Cl (bis(di-tert-butyl(4-dimethylaminophenyl)phosphine)dichloropalladium(II)). Run in C1(=CC=CC=C1)C (toluene). Reaction conditions: temperature 90 celsius, time 4 hour. Product: C(C1=CC=CC=C1)OC1=NC(=CC2=C1N(C=N2)C2CC2)C2=CC(=C(C=C2)OC)OC (4-(benzyloxy)-3-cyclopropyl-6-(3,4-dimethoxyphenyl)-3H-imidazo[4,5-c]pyridine). Reaction SMILES: [CH2:1]([O:8][C:9]1[C:14]2[N:15]([CH:18]3[CH2:20][CH2:19]3)[CH:16]=[N:17][C:13]=2[CH:12]=[C:11](Cl)[N:10]=1)[C:2]1[CH:7]=[CH:6][CH:5]=[CH:4][CH:3]=1.[CH3:22][O:23][C:24]1[CH:25]=[C:26](B(O)O)[CH:27]=[CH:28][C:29]=1[O:30][CH3:31].C([O-])([O-])=O.[K+].[K+].O>C1(C)C=CC=CC=1.CC(P(C(C)(C)C)C1C=CC(N(C)C)=CC=1)(C)C.CC(P(C(C)(C)C)C1C=CC(N(C)C)=CC=1)(C)C.Cl[Pd]Cl>[CH2:1]([O:8][C:9]1[C:14]2[N:15]([CH:18]3[CH2:20][CH2:19]3)[CH:16]=[N:17][C:13]=2[CH:12]=[C:11]([C:27]2[CH:26]=[CH:25][C:24]([O:23][CH3:22])=[C:29]([O:30][CH3:31])[CH:28]=2)[N:10]=1)[C:2]1[CH:7]=[CH:6][CH:5]=[CH:4][CH:3]=1 |f:2.3.4,7.8.9|. Reported procedure: 4-(benzyloxy)-6-chloro-3-cyclopropyl-3H-imidazo[4,5-c]pyridine 2.35 (306 mg, 1.02 mmol), 3,4-dimethoxyphenylboronic acid (297 mg, 1.63 mmol), bis(di-tert-butyl(4-dimethylaminophenyl)phosphine)dichloropalladium(II) (36 mg, 0.051 mmol) and K2CO3 (450 mg, 3.3 mmol) were taken up in toluene (8.3 mL) and water (1.7 mL) under Ar. The stirred mixture was heated to 90° C. After 4 h, the temperature was increased to 100° C.